This data is from the Open Reaction Database (ORD), a public repository of structured organic reaction records. The task is: describe an organic reaction: reactants, conditions, products, and yield Starting materials: CC(C)c1cc(C#N)cc2nc(-c3ccc(C(=O)NCc4ccc(Br)cc4)cc3)oc12, CCO, Cc1ccccc1, Cc1ccc(OC(C)C)c(B(O)O)c1, [Na+], [Na+], O=C([O-])[O-], O, c1ccc(P(c2ccccc2)(c2ccccc2)[Pd](P(c2ccccc2)(c2ccccc2)c2ccccc2)(P(c2ccccc2)(c2ccccc2)c2ccccc2)P(c2ccccc2)(c2ccccc2)c2ccccc2)cc1. Yields the product Cc1ccc(OC(C)C)c(-c2ccc(CNC(=O)c3ccc(-c4nc5cc(C#N)cc(C(C)C)c5o4)cc3)cc2)c1. RXN SMILES: [Br:21][c:22]1[cH:23][cH:24][c:25]([CH2:26][NH:27][C:28]([c:29]2[cH:30][cH:31][c:32](-[c:35]3[o:36][c:37]4[c:38]([n:39]3)[cH:40][c:41]([C:47]#[N:48])[cH:42][c:43]4[CH:44]([CH3:45])[CH3:46])[cH:33][cH:34]2)=[O:49])[cH:50][cH:51]1.[CH3:137][CH2:138][OH:139].[CH3:53][c:54]1[cH:55][cH:56][cH:57][cH:58][cH:59]1.[CH:7]([CH3:8])([CH3:9])[O:10][c:11]1[c:12]([B:18]([OH:19])[OH:20])[cH:13][c:14]([CH3:17])[cH:15][cH:16]1.[Na+:1].[Na+:2].[O-:3][C:4](=[O:5])[O-:6].[OH2:52].[cH:60]1[cH:61][cH:62][c:63]([P:64]([Pd:65]([P:66]([c:67]2[cH:68][cH:69][cH:70][cH:71][cH:72]2)([c:73]2[cH:74][cH:75][cH:76][cH:77][cH:78]2)[c:79]2[cH:80][cH:81][cH:82][cH:83][cH:84]2)([P:85]([c:86]2[cH:87][cH:88][cH:89][cH:90][cH:91]2)([c:92]2[cH:93][cH:94][cH:95][cH:96][cH:97]2)[c:98]2[cH:99][cH:100][cH:101][cH:102][cH:103]2)[P:104]([c:105]2[cH:106][cH:107][cH:108][cH:109][cH:110]2)([c:111]2[cH:112][cH:113][cH:114][cH:115][cH:116]2)[c:117]2[cH:118][cH:119][cH:120][cH:121][cH:122]2)([c:123]2[cH:124][cH:125][cH:126][cH:127][cH:128]2)[c:129]2[cH:130][cH:131][cH:132][cH:133][cH:134]2)[cH:135][cH:136]1>>[CH:7]([CH3:8])([CH3:9])[O:10][c:11]1[c:12](-[c:22]2[cH:23][cH:24][c:25]([CH2:26][NH:27][C:28]([c:29]3[cH:30][cH:31][c:32](-[c:35]4[o:36][c:37]5[c:38]([n:39]4)[cH:40][c:41]([C:47]#[N:48])[cH:42][c:43]5[CH:44]([CH3:45])[CH3:46])[cH:33][cH:34]3)=[O:49])[cH:50][cH:51]2)[cH:13][c:14]([CH3:17])[cH:15][cH:16]1. Reactants: O (water), FC(C=1C=C(CN(C=2N=NN(N2)C)[C@H]2CCCNC=3C2=CC=2COCC2C3)C=C(C1)C(F)(F)F)(F)F ((S)-(3,5-Bis-trifluoromethyl-benzyl)-(3,5,6,7,8,9-hexahydro-1H-2-oxa-5-aza-cyclohepta[f]inden-9-yl)-(2-methyl-2H-tetrazol-5-yl)-amine), BrNC(CCC(=O)N)=O (N-bromosuccinamide), C([O-])(O)=O.[Na+] (sodium bicarbonate). Solvent: C(Cl)(Cl)Cl (chloroform), ClCCl (dichloromethane). Run at time 20 minute. The product is crude intermediate, FC(C=1C=C(CN(C=2N=NN(N2)C)[C@H]2CCCNC=3C2=CC=2COCC2C3Br)C=C(C1)C(F)(F)F)(F)F ((S)-(3,5-Bis-trifluoromethyl-benzyl)-(4-bromo-3,5,6,7,8,9-hexahydro-1H-2-oxa-5-aza-cyclohepta[f]inden-9-yl)-(2-methyl-2H-tetrazol-5-yl)-amine). RXN SMILES: [F:1][C:2]([F:36])([F:35])[C:3]1[CH:4]=[C:5]([CH:28]=[C:29]([C:31]([F:34])([F:33])[F:32])[CH:30]=1)[CH2:6][N:7]([C@@H:14]1[C:20]2=[CH:21][C:22]3[CH2:23][O:24][CH2:25][C:26]=3[CH:27]=[C:19]2[NH:18][CH2:17][CH2:16][CH2:15]1)[C:8]1[N:9]=[N:10][N:11]([CH3:13])[N:12]=1.[Br:37]NC(=O)CCC(N)=O.C(=O)(O)[O-].[Na+].O>C(Cl)(Cl)Cl.ClCCl>[F:36][C:2]([F:1])([F:35])[C:3]1[CH:4]=[C:5]([CH:28]=[C:29]([C:31]([F:32])([F:33])[F:34])[CH:30]=1)[CH2:6][N:7]([C@@H:14]1[C:20]2=[CH:21][C:22]3[CH2:23][O:24][CH2:25][C:26]=3[C:27]([Br:37])=[C:19]2[NH:18][CH2:17][CH2:16][CH2:15]1)[C:8]1[N:9]=[N:10][N:11]([CH3:13])[N:12]=1 |f:2.3|. Reported procedure: To a solution of (S)-(3,5-Bis-trifluoromethyl-benzyl)-(3,5,6,7,8,9-hexahydro-1H-2-oxa-5-aza-cyclohepta[f]inden-9-yl)-(2-methyl-2H-tetrazol-5-yl)-amine (Example 73, Step 7) (2.64 mmol) in chloroform (20 mL), add N-bromosuccinamide (2.9 mmol) along with sodium bicarbonate (5.28 mmol). After stirring the mixture at room temperature for 20 minutes, add water (20 mL) and dilute the mixture with dichloromethane (20 mL). Separate the organics and wash the aqueous with dichloromethane (2×10 mL). Dry the...